This data is from the Open Reaction Database (ORD), a public repository of structured organic reaction records. The task is: describe an organic reaction: reactants, conditions, products, and yield Reactants: N12CCCN=C2CCC1 (DBN), C1CCC2C(C1)O2 (cyclohexane oxide), C(C)S (ethane thiol). Solvent: CO (methanol). Product: C(C)SC1C(CCCC1)O (2-ethylmercapto cyclohexanol). Reaction SMILES: N12CCCC1=NCCC2.[CH2:10]1[CH2:15][CH:14]2[O:16][CH:13]2[CH2:12][CH2:11]1.[CH2:17]([SH:19])[CH3:18]>CO>[CH2:17]([S:19][CH:14]1[CH2:15][CH2:10][CH2:11][CH2:12][CH:13]1[OH:16])[CH3:18]. Procedure details: Following the addition of 4 ml of DBN (1,5-diazabicyclo-[4,3,0]-non-5-ene), 98.1 g (1 mole) of cyclohexane oxide (Aldrich) were added dropwise to 65 g of ethane thiol (1.05 moles) in 300 ml of methanol. The mixture was kept under reflux overnight in a steam bath, the reflux temperature rising from 325° K. to 338° K. After adjustment to pH~8 with carbon dioxide, the methanol was distilled off and the residue was fractionated in vacuo. Reactants: C([O-])(O)=O.[Na+] (sodium bicarbonate), FC(C=1C=C(C(=O)N2[C@@H](CNCC2)CC2=CC(=C(C=C2)C)C)C=C(C1)C(F)(F)F)(F)F ((2R)-1-[3,5-bis(trifluoromethyl)benzoyl]-2-(3,4-dimethylbenzyl)piperazine), CN1C=NC(=C1)CCC=O (3-(1-methyl-1H-imidazol-4-yl)propanal), ClCCl (dichloromethane), C(C)(=O)O[BH-](OC(C)=O)OC(C)=O.[Na+] (sodium triacetoxyborohydride). Run at time 4 hour. Product: Cl.Cl.FC(C=1C=C(C(=O)N2[C@@H](CN(CC2)CCCC=2N=CN(C2)C)CC2=CC(=C(C=C2)C)C)C=C(C1)C(F)(F)F)(F)F ((2R)-1-[3,5-bis(trifluoromethyl)benzoyl]-2-(3,4-dimethylbenzyl)-4-[3-(1-methyl-1H-imidazol-4-yl)propyl]piperazine dihydrochloride). As a reaction SMILES: [F:1][C:2]([F:31])([F:30])[C:3]1[CH:4]=[C:5]([CH:23]=[C:24]([C:26]([F:29])([F:28])[F:27])[CH:25]=1)[C:6]([N:8]1[CH2:13][CH2:12][NH:11][CH2:10][C@H:9]1[CH2:14][C:15]1[CH:20]=[CH:19][C:18]([CH3:21])=[C:17]([CH3:22])[CH:16]=1)=[O:7].[CH3:32][N:33]1[CH:37]=[C:36]([CH2:38][CH2:39][CH:40]=O)[N:35]=[CH:34]1.C(O[BH-](OC(=O)C)OC(=O)C)(=O)C.[Na+].C(=O)(O)[O-].[Na+].[Cl:61]CCl>>[ClH:61].[ClH:61].[F:31][C:2]([F:1])([F:30])[C:3]1[CH:4]=[C:5]([CH:23]=[C:24]([C:26]([F:27])([F:28])[F:29])[CH:25]=1)[C:6]([N:8]1[CH2:13][CH2:12][N:11]([CH2:40][CH2:39][CH2:38][C:36]2[N:35]=[CH:34][N:33]([CH3:32])[CH:37]=2)[CH2:10][C@H:9]1[CH2:14][C:15]1[CH:20]=[CH:19][C:18]([CH3:21])=[C:17]([CH3:22])[CH:16]=1)=[O:7] |f:2.3,4.5,7.8.9|. Reported procedure: Under nitrogen atmosphere, to a mixture of (2R)-1-[3,5-bis(trifluoromethyl)benzoyl]-2-(3,4-dimethylbenzyl)piperazine (315 mg) and 3-(1-methyl-1H-imidazol-4-yl)propanal (98 mg) in dichloromethane (6 ml) was added sodium triacetoxyborohydride (225 mg) and'stirred at room temperature. After 4 hours, aqueous sodium bicarbonate solution was added to the mixture and the mixture was stirred for several minutes. The organic layer was separated, dried over sodium sulfate and evaporated under reduced pres... Starting materials: COC(=O)c1cc(CCl)cc([N+](=O)[O-])c1, CC(C)=O, CCOC(C)=O, [I-], [K+], [K+], [Na+], O=C([O-])[O-], O, c1nc[nH]n1. The product is COC(=O)c1cc(Cn2cncn2)cc([N+](=O)[O-])c1. As a reaction SMILES: [CH3:1][O:2][C:3]([c:4]1[cH:5][c:6]([CH2:13][Cl:14])[cH:7][c:8]([N+:10](=[O:11])[O-:12])[cH:9]1)=[O:15].[CH3:29][C:30](=[O:31])[CH3:32].[CH3:34][CH2:35][O:36][C:37]([CH3:38])=[O:39].[I-:28].[K+:21].[K+:22].[Na+:27].[O-:23][C:24]([O-:25])=[O:26].[OH2:33].[nH:16]1[n:17][cH:18][n:19][cH:20]1>>[CH3:1][O:2][C:3]([c:4]1[cH:5][c:6]([CH2:13][n:16]2[n:17][cH:18][n:19][cH:20]2)[cH:7][c:8]([N+:10](=[O:11])[O-:12])[cH:9]1)=[O:15]. Starting materials: C(CCCCCCCCCCC)(=O)NC1=CC=CC=C1 (N-dodecanoylaminobenzene), C(CCCCCCCCCCC)(=O)NC1=CC=CC=C1 (N-dodecanoylaminobenzene), B#B (diborane). Solvent: CCCCCC (hexane). The product is C(CCCCCCCCCCC)NC1=CC=CC=C1 (N-dodecylaminobenzene), white crystals. Yield: 74.0%. RXN SMILES: [C:1]([NH:14][C:15]1[CH:20]=[CH:19][CH:18]=[CH:17][CH:16]=1)(=O)[CH2:2][CH2:3][CH2:4][CH2:5][CH2:6][CH2:7][CH2:8][CH2:9][CH2:10][CH2:11][CH3:12].B#B>CCCCCC>[CH2:1]([NH:14][C:15]1[CH:16]=[CH:17][CH:18]=[CH:19][CH:20]=1)[CH2:2][CH2:3][CH2:4][CH2:5][CH2:6][CH2:7][CH2:8][CH2:9][CH2:10][CH2:11][CH3:12]. Procedure details: N-dodecylaminobenzene was prepared from the N-dodecanoylaminobenzene of (a) by reduction with diborane by a procedure similar to that of Example 1(b). A yield of 74% of white crystals from hexane, m.p. 26.7°-27.2° C. was obtained.